Dataset: the Open Reaction Database (ORD), a public repository of structured organic reaction records. Task: describe an organic reaction: reactants, conditions, products, and yield Reactants: N1=CC=CC=C1.F (hydrogen fluoride-pyridine), COC(CCCCCSC1=C(C[C@H]([C@@H]1\C=C\[C@H](C[C@@H](CCCC)C)O[Si](C)(C)C(C)(C)C)O[Si](C)(C)C(C)(C)C)OC(C(C)C)=O)=O (methyl(11R,12S,13E,15S,17R)-9-isobutyryloxy-11,15-bis(tert-butyldimethylsiloxy)-17,20-dimethyl-7-thiaprosta-8,13-dienoate). The product is COC(CCCCCSC1=C(C[C@H]([C@@H]1\C=C\[C@H](C[C@@H](CCCC)C)O)O)OC(C(C)C)=O)=O (methyl(11R,12S,13E,15S,17R)-9-isobutyryloxy-11,15-dihydroxy-17,20-dimethyl-7-thiaprosta-8,13-dienoate). Isolated yield 60.6%. RXN SMILES: N1C=CC=CC=1.F.[CH3:8][O:9][C:10](=[O:54])[CH2:11][CH2:12][CH2:13][CH2:14][CH2:15][S:16][C:17]1[C@@H:21](/[CH:22]=[CH:23]/[C@@H:24]([O:32][Si](C(C)(C)C)(C)C)[CH2:25][C@H:26]([CH3:31])[CH2:27][CH2:28][CH2:29][CH3:30])[C@H:20]([O:40][Si](C(C)(C)C)(C)C)[CH2:19][C:18]=1[O:48][C:49](=[O:53])[CH:50]([CH3:52])[CH3:51]>>[CH3:8][O:9][C:10](=[O:54])[CH2:11][CH2:12][CH2:13][CH2:14][CH2:15][S:16][C:17]1[C@@H:21](/[CH:22]=[CH:23]/[C@@H:24]([OH:32])[CH2:25][C@H:26]([CH3:31])[CH2:27][CH2:28][CH2:29][CH3:30])[C@H:20]([OH:40])[CH2:19][C:18]=1[O:48][C:49](=[O:53])[CH:50]([CH3:52])[CH3:51] |f:0.1|. Procedure: Using as the material and reagent a hydrogen fluoride-pyridine solution (0.6 ml) and methyl(11R,12S,13E,15S,17R)-9-isobutyryloxy-11,15-bis(tert-butyldimethylsiloxy)-17,20-dimethyl-7-thiaprosta-8,13-dienoate (466 mg), the same procedure as in Example 2 was performed to obtain methyl(11R,12S,13E,15S,17R)-9-isobutyryloxy-11,15-dihydroxy-17,20-dimethyl-7-thiaprosta-8,13-dienoate (192 mg, 64%). Starting materials: hydroxy-ester, CC(CCCCCC)=O (2-octanone), CC(CC(=O)OCC)CC (ethyl 3-methylvalerate). Product: CC(CC)C(C(=O)OCC)C(CCCCCC)(C)O (Ethyl 2-(2-Butyl)-3-hydroxy-3-methylnonanoate). Reaction SMILES: [CH3:1][C:2](=[O:9])[CH2:3][CH2:4][CH2:5][CH2:6][CH2:7][CH3:8].[CH3:10][CH:11]([CH2:18][CH3:19])[CH2:12][C:13]([O:15][CH2:16][CH3:17])=[O:14]>>[CH3:10][CH:11]([CH:12]([C:2]([OH:9])([CH3:1])[CH2:3][CH2:4][CH2:5][CH2:6][CH2:7][CH3:8])[C:13]([O:15][CH2:16][CH3:17])=[O:14])[CH2:18][CH3:19]. Procedure: A sample of the prepared hydroxy-ester pyrolyzes at 230° C. to a 1:1 mixture of 2-octanone and ethyl 3-methylvalerate. Reactants: C(C)(C)(C)C=1C(=C(/C=C/C2=CC=C(C=C2)NS(=O)(=O)C)C=C(C1)N1C(NC(C=C1)=O)=O)OC ((E)-N-(4-(3-tert-butyl-5-(2,4-dioxo-3,4-dihydropyrimidin-1(2H)-yl)-2-methoxystyryl)phenyl)methanesulfonamide), [B-](F)(F)(F)F.[B-](F)(F)(F)F.C1C[N+]2(CC[N+]1(CC2)CCl)F (Selectfluor). Run in C(C)#N (acetonitrile), CO (methanol), O (water). Reaction conditions: temperature 90 celsius. The product is C(C)(C)(C)C=1C(=C(/C=C/C2=CC=C(C=C2)NS(=O)(=O)C)C=C(C1)N1C(NC(C(=C1)F)=O)=O)OC ((E)-N-(4-(3-tert-butyl-5-(5-fluoro-2,4-dioxo-3,4-dihydropyrimidin-1(2H)-yl)-2-methoxystyryl)phenyl)methanesulfonamide). Isolated yield 29.0%. RXN SMILES: [C:1]([C:5]1[C:6]([O:32][CH3:33])=[C:7]([CH:21]=[C:22]([N:24]2[CH:29]=[CH:28][C:27](=[O:30])[NH:26][C:25]2=[O:31])[CH:23]=1)/[CH:8]=[CH:9]/[C:10]1[CH:15]=[CH:14][C:13]([NH:16][S:17]([CH3:20])(=[O:19])=[O:18])=[CH:12][CH:11]=1)([CH3:4])([CH3:3])[CH3:2].[B-](F)(F)(F)[F:35].[B-](F)(F)(F)F.C1[N+]2(CCl)CC[N+](F)(CC2)C1>C(#N)C.CO.O>[C:1]([C:5]1[C:6]([O:32][CH3:33])=[C:7]([CH:21]=[C:22]([N:24]2[CH:29]=[C:28]([F:35])[C:27](=[O:30])[NH:26][C:25]2=[O:31])[CH:23]=1)/[CH:8]=[CH:9]/[C:10]1[CH:15]=[CH:14][C:13]([NH:16][S:17]([CH3:20])(=[O:18])=[O:19])=[CH:12][CH:11]=1)([CH3:4])([CH3:2])[CH3:3] |f:1.2.3|. Procedure details: The fluorination procedure was performed as described in Lal, G S, et al. J. Org Chem., 60:7340-7342 (1995). The product from Example 13A, Part B (0.42 g, 1.26 mmol) and Selectfluor™ (0.672 g, 1.9 mmol) were combined in a mixture of acetonitrile (8 mL) and methanol (1 mL) and heated at 90° C. under N2 for 5 h. The solution was diluted with water, extracted into ethyl acetate, washed with sodium bicarbonate solution, concentrated and purified by column chromatography on silica gel to give the tit... Starting materials: CCOC(=O)c1ccc(Cl)nc1NCC1CC1, [H-], [Na+], CN(C)C=O, OCC(F)(F)F. Product: CCOC(=O)c1ccc(OCC(F)(F)F)nc1NCC1CC1. RXN SMILES: [Cl:3][c:4]1[n:5][c:6]([NH:15][CH2:16][CH:17]2[CH2:18][CH2:19]2)[c:7]([C:8](=[O:9])[O:10][CH2:11][CH3:12])[cH:13][cH:14]1.[H-:1].[Na+:2].[O:26]=[CH:27][N:28]([CH3:29])[CH3:30].[OH:20][CH2:21][C:22]([F:23])([F:24])[F:25]>>[c:4]1([O:20][CH2:21][C:22]([F:23])([F:24])[F:25])[n:5][c:6]([NH:15][CH2:16][CH:17]2[CH2:18][CH2:19]2)[c:7]([C:8](=[O:9])[O:10][CH2:11][CH3:12])[cH:13][cH:14]1. The reactants are C(C)(C)(C)[Si](O[C@@H](CNCCOC1=CC=C(C=C1)C=1N=C(SC1)C)C=1C=CC(=NC1)NC(C)=O)(C)C ((R)-N-[5-(1-(tert-butyl-dimethyl-silanyloxy)-2-{2-[4-(2-methyl-thiazol-4-yl)-phenoxy]-ethylamino}-ethyl)-pyridin-2-yl]-acetamide), [F-].C(CCC)[N+](CCCC)(CCCC)CCCC (tetrabutylammonium fluoride). Run in O1CCCC1 (tetrahydrofuran). The product is O[C@@H](CNCCOC1=CC=C(C=C1)C=1N=C(SC1)C)C=1C=CC(=NC1)NC(C)=O ((R)-N-[5-(1-Hydroxy-2-{2-[4-(2-methyl-thiazol-4-yl)-phenoxy]-ethylamino}-ethyl)-pyridin-2-yl]-acetamide). The yield is 83.4%. RXN SMILES: C([Si](C)(C)[O:6][C@H:7]([C:25]1[CH:26]=[CH:27][C:28]([NH:31][C:32](=[O:34])[CH3:33])=[N:29][CH:30]=1)[CH2:8][NH:9][CH2:10][CH2:11][O:12][C:13]1[CH:18]=[CH:17][C:16]([C:19]2[N:20]=[C:21]([CH3:24])[S:22][CH:23]=2)=[CH:15][CH:14]=1)(C)(C)C.[F-].C([N+](CCCC)(CCCC)CCCC)CCC>O1CCCC1>[OH:6][C@H:7]([C:25]1[CH:26]=[CH:27][C:28]([NH:31][C:32](=[O:34])[CH3:33])=[N:29][CH:30]=1)[CH2:8][NH:9][CH2:10][CH2:11][O:12][C:13]1[CH:14]=[CH:15][C:16]([C:19]2[N:20]=[C:21]([CH3:24])[S:22][CH:23]=2)=[CH:17][CH:18]=1 |f:1.2|. Procedure: To a solution of (R)-N-[5-(1-(tert-butyl-dimethyl-silanyloxy)-2-{2-[4-(2-methyl-thiazol-4-yl)-phenoxy]-ethylamino}-ethyl)-pyridin-2-yl]-acetamide (115 mg, 0.218 mmol) in tetrahydrofuran (1.5 mL) was added tetrabutylammonium fluoride (1.0 M in tetrahydrofuran, 0.65 mL, 0.65 mmol) at room temperature. The resulting solution was allowed to stir for about two and one-half hours, and the reaction mixture was then partitioned between ethyl acetate and water. The pH of the mixture was adjusted to about...